From a dataset of the Open Reaction Database (ORD), a public repository of structured organic reaction records. describe an organic reaction: reactants, conditions, products, and yield Reactants: C(#N)C=1C=CC2=C(C(C(O2)O)(C)C)C1 (5-cyano-2,3-dihydro-3,3-dimethyl-2-hydroxybenzofuran), N1=CC=CC=C1 (pyridine), S(=O)(Cl)Cl (Thionyl chloride). Run in ClCCl (dichloromethane), ClCCl (dichloromethane). Yields the product ClC1OC2=C(C1(C)C)C=C(C=C2)C#N (2-Chloro-5-cyano-2,3-dihydro-3,3-dimethylbenzofuran). The yield is 78.2%. RXN SMILES: S(Cl)([Cl:3])=O.[C:5]([C:7]1[CH:8]=[CH:9][C:10]2[O:14][CH:13](O)[C:12]([CH3:17])([CH3:16])[C:11]=2[CH:18]=1)#[N:6].N1C=CC=CC=1>ClCCl>[Cl:3][CH:13]1[C:12]([CH3:17])([CH3:16])[C:11]2[CH:18]=[C:7]([C:5]#[N:6])[CH:8]=[CH:9][C:10]=2[O:14]1. Procedure details: Thionyl chloride (9.3 g) in dichloromethane (10 ml) was added dropwise with stirring and cooling to 5-cyano-2,3-dihydro-3,3-dimethyl-2-hydroxybenzofuran (11.3 g) prepared as in Example 10 and pyridine (6.2 g) in dichloromethane (60 ml). The mixture was stirred for 2 hours at room temperature prior to washing with water, dilute sodium hydroxide solution and water again, drying over magnesium sulphate and evaporating under vacuum. Recrystallisation from toluene and petroleum ether (bp 80°-100° C.)... Reactants: O(C1=CC=CC=C1)CCCN1CCC(CC1)=O (1-(3-phenoxypropyl)-4-piperidone), Cl (hydrogen chloride), C(CCC)[Li] (n-butyllithium), [Br-].CN(CC[P+](C1=CC=CC=C1)(C1=CC=CC=C1)C1=CC=CC=C1)C ((2-dimethylaminoethyl)triphenylphosphonium bromide). The reagents and catalysts are [Pd] (palladium charcoal). Solvent: CCOCC (ether), C1CCOC1 (THF), C1CCOC1 (THF), IMS. The product is Cl.Cl.CN(CCC1CCN(CC1)CCCOC1=CC=CC=C1)C (4-(2-dimethylaminoethyl)-1-(3-phenoxypropyl)piperidine dihydrochloride). RXN SMILES: C([Li])CCC.[Br-].[CH3:7][N:8]([CH3:30])[CH2:9][CH2:10][P+](C1C=CC=CC=1)(C1C=CC=CC=1)C1C=CC=CC=1.[O:31]([CH2:38][CH2:39][CH2:40][N:41]1[CH2:46][CH2:45][C:44](=O)[CH2:43][CH2:42]1)[C:32]1[CH:37]=[CH:36][CH:35]=[CH:34][CH:33]=1.[ClH:48]>C1COCC1.CCOCC.[Pd]>[ClH:48].[ClH:48].[CH3:7][N:8]([CH3:30])[CH2:9][CH2:10][CH:44]1[CH2:45][CH2:46][N:41]([CH2:40][CH2:39][CH2:38][O:31][C:32]2[CH:37]=[CH:36][CH:35]=[CH:34][CH:33]=2)[CH2:42][CH2:43]1 |f:1.2,8.9.10|. Procedure details: In a similar manner to Example 28, n-butyllithium (25.2 ml, 2.5M solution in hexanes) was added to a suspension of (2-dimethylaminoethyl)triphenylphosphonium bromide (28.7 g) in dry THF (200 ml). This mixture was then treated with a solution of 1-(3-phenoxypropyl)-4-piperidone (14.7 g) in THF (20 ml). The oil obtained after work up (6.24 g) was hydrogenated in IMS at 1 atmosphere over 10% palladium charcoal over 16 hours. The catalyst was removed by filtration. The filtrate was evaporated and th... Starting materials: N1C=NC(=C1)C=1C(=NOC1C)C1=CC=CC=C1 (4-(1H-imidazol-4-yl)-5-methyl-3-phenyl-isoxazole), FC1=CC=C(C=C1)C(F)(F)F (4-fluorobenzotrifluoride). Yields the product CC1=C(C(=NO1)C1=CC=CC=C1)C=1N=CN(C1)C1=CC=C(C=C1)C(F)(F)F (5-Methyl-3-phenyl-4-[1-(4-trifluoromethyl-phenyl)-1H-imidazol-4-yl]-isoxazole). Isolated yield 24.0%. As a reaction SMILES: [NH:1]1[CH:5]=[C:4]([C:6]2[C:7]([C:12]3[CH:17]=[CH:16][CH:15]=[CH:14][CH:13]=3)=[N:8][O:9][C:10]=2[CH3:11])[N:3]=[CH:2]1.F[C:19]1[CH:24]=[CH:23][C:22]([C:25]([F:28])([F:27])[F:26])=[CH:21][CH:20]=1>>[CH3:11][C:10]1[O:9][N:8]=[C:7]([C:12]2[CH:13]=[CH:14][CH:15]=[CH:16][CH:17]=2)[C:6]=1[C:4]1[N:3]=[CH:2][N:1]([C:19]2[CH:24]=[CH:23][C:22]([C:25]([F:28])([F:27])[F:26])=[CH:21][CH:20]=2)[CH:5]=1. Procedure details: As described for Example 12, 4-(1H-imidazol-4-yl)-5-methyl-3-phenyl-isoxazole (100 mg, 0.44 mmol) using 4-fluorobenzotrifluoride instead of 4-fluoroacetophenone was converted to the title compound (40 mg, 24%) which was obtained as an off-white solid. MS: m/e=370.0 [M+H]+. Starting materials: COC([C@@H](N(C(C)=O)Cl)CO)=O (N-acetylchloroserine methyl ester), C(CCC)[Li] (butyllithium), CCCCCC (hexane), C(CCC)N=CC1CCCCC1 (butyliminomethylcyclohexane). Solvent: COCCOC (DME), C(OC)COC (dimethoxyethane). Reaction conditions: time 1 hour. Product: C1NC(CC12CCCCC2)C(=O)O (2-Azaspiro[4.5]decane-3-carboxylic acid). Reaction SMILES: C([Li])CCC.[CH3:6][CH2:7][CH2:8][CH2:9][CH2:10]C.C(N=CC1CCCCC1)CCC.C[O:25][C:26](=[O:35])[C@H:27]([CH2:33]O)[N:28](Cl)[C:29](=O)[CH3:30]>C(COC)OC>[CH2:29]1[C:30]2([CH2:10][CH2:9][CH2:8][CH2:7][CH2:6]2)[CH2:33][CH:27]([C:26]([OH:25])=[O:35])[NH:28]1. Procedure details: 6.4 g of butyllithium (in the form of a hexane solution) were added to 16.7 g of butyliminomethylcyclohexane in 300 ml of anhydrous dimethoxyethane at -76° C. under protective gas (argon). 15 min. after completion of addition, 18 g of N-acetylchloroserine methyl ester in 100 ml of DME were added dropwise, with efficient cooling. The mixture was stirred for a further 1 hour at a low temperature, allowed to warm up and evaporated to a small volume in vacuo. The crude mixture was acidified with 200... Reactants: [H-].[Na+] (NaH), CCO (EtOH), NC(CO)(COC)C (2-Amino-3-methoxy-2-methyl-1-propanol), IC (Iodomethane). Solvent: CCOCC (Et2O). Reaction conditions: time 1 hour. Product: COCC(C)(COC)N (1,1-bis-(methoxymethyl)ethylamine). The yield is 68.3%. RXN SMILES: [H-].[Na+].[NH2:3][C:4]([CH3:10])([CH2:7][O:8][CH3:9])[CH2:5][OH:6].IC.[CH3:13]CO>CCOCC>[CH3:9][O:8][CH2:7][C:4]([NH2:3])([CH2:5][O:6][CH3:13])[CH3:10] |f:0.1|. Reported procedure: To a 3-necked 3 L RB flask equipped with overhead stirrer, condenser and N2 inlet line was added NaH (Morton Thiokol, Inc.-Alfa Products, 60% in mineral oil, 44 g, 1.1 mol). After washing with hexane (3×200 mL), dry THF (1.1 L) was added to the flask. After cooling to 0°, 2-amino-3-methoxy-2-methyl-1-propanol (61C, 119.16 g, 1.0 mol) was added dropwise to the flask at such a rate that the reaction temperature remained below 30°. The resulting slurry was cooled to 0°. Iodomethane (Aldrich, 141.94... Starting materials: ClC1=CC=C(CC(=O)CC2=CC=C(C=C2)Cl)C=C1 (bis(4-chlorobenzyl)ketone), C1=CC=CC1.[Li] (lithium cyclopentadiene), CCCCCC (hexane), Cl (hydrochloric acid). Solvent: C1CCOC1 (THF), C1CCOC1 (THF). Conditions: temperature -78 celsius. Product: ClC1=CC=C(CC(=C2C=CC=C2)CC2=CC=C(C=C2)Cl)C=C1 (6,6-di(4-chlorobenzyl)fulvene). Yield: 22.2%. Reaction SMILES: [CH:1]1[CH2:5][CH:4]=[CH:3][CH:2]=1.[Li].[Cl:7][C:8]1[CH:24]=[CH:23][C:11]([CH2:12][C:13]([CH2:15][C:16]2[CH:21]=[CH:20][C:19]([Cl:22])=[CH:18][CH:17]=2)=O)=[CH:10][CH:9]=1.Cl.CCCCCC>C1COCC1>[Cl:7][C:8]1[CH:9]=[CH:10][C:11]([CH2:12][C:13]([CH2:15][C:16]2[CH:21]=[CH:20][C:19]([Cl:22])=[CH:18][CH:17]=2)=[C:2]2[CH:1]=[CH:5][CH:4]=[CH:3]2)=[CH:23][CH:24]=1 |f:0.1,^1:5|. Reported procedure: Under a nitrogen atmosphere, a 100-mL three-necked flask was charged with 0.66 g (9.22 mmol) of lithium cyclopentadiene and 10 mL of dehydrated THF, and the mixture was stirred. This solution was cooled (to −78° C.) in a dry ice/methanol bath, and 2.50 g (8.96 mmol) of bis(4-chlorobenzyl)ketone dissolved in 15 mL of dehydrated THF was added dropwise. Subsequently, the mixture was stirred for 17 hours while gradually warming to room temperature. Then, 1 N hydrochloric acid was added to the result...